Task: describe an organic reaction: reactants, conditions, products, and yield. Dataset: the Open Reaction Database (ORD), a public repository of structured organic reaction records The reactants are O (water), C=O (paraformaldehyde), solution, Br (HBr), CC(=O)O (HOAc), C1(=CC=CC=C1)OC1=CC=CC=C1 (diphenyl ether), CC(=O)O (HOAc). Reaction conditions: temperature 60 celsius. Product: BrC(C)C1=CC=C(C=C1)OC1=CC=CC=C1 (1-bromethyl-4-phenoxybenzene). RXN SMILES: [C:1]1([O:7][C:8]2[CH:13]=[CH:12][CH:11]=[CH:10][CH:9]=2)[CH:6]=[CH:5][CH:4]=[CH:3][CH:2]=1.C=O.[BrH:16].O.[CH3:18][C:19](O)=O>>[Br:16][CH:19]([C:11]1[CH:10]=[CH:9][C:8]([O:7][C:1]2[CH:2]=[CH:3][CH:4]=[CH:5][CH:6]=2)=[CH:13][CH:12]=1)[CH3:18]. Reported procedure: Into 100 mL of glacial HOAc was dissolved 34 g (0.2 Mole) of diphenyl ether. To the stirred solution was added 6.78 g (0.22 Mole) paraformaldehyde and 40 mL of 31% solution of HBr in HOAc. The reaction was heated 48 hours at 60° C. and then poured into cold water with stirring. The mixture was extracted with EtOAc and the resulting organic layer was washed with water, dried over Na2SO4, and evaporated under vacuum to give 50 g of crude 1-bromethyl-4-phenoxybenzene as an oil, which was used in th... Reactants: ClC(Cl)(Cl)Cl, OCCC(=C(c1ccc(OCCOCc2ccccc2)cc1)c1ccc(OCc2ccccc2)cc1)c1ccc(OCc2ccccc2)cc1, P. The product is ClCCC(=C(c1ccc(OCCOCc2ccccc2)cc1)c1ccc(OCc2ccccc2)cc1)c1ccc(OCc2ccccc2)cc1. As a reaction SMILES: [C:52]([Cl:53])([Cl:54])([Cl:55])[Cl:56].[CH2:1]([c:2]1[cH:3][cH:4][cH:5][cH:6][cH:7]1)[O:8][CH2:9][CH2:10][O:11][c:12]1[cH:13][cH:14][c:15]([C:18](=[C:19]([CH2:20][CH2:21][OH:22])[c:23]2[cH:24][cH:25][c:26]([O:29][CH2:30][c:31]3[cH:32][cH:33][cH:34][cH:35][cH:36]3)[cH:27][cH:28]2)[c:37]2[cH:38][cH:39][c:40]([O:43][CH2:44][c:45]3[cH:46][cH:47][cH:48][cH:49][cH:50]3)[cH:41][cH:42]2)[cH:16][cH:17]1.[PH3:51]>>[CH2:1]([c:2]1[cH:3][cH:4][cH:5][cH:6][cH:7]1)[O:8][CH2:9][CH2:10][O:11][c:12]1[cH:13][cH:14][c:15]([C:18](=[C:19]([CH2:20][CH2:21][Cl:53])[c:23]2[cH:24][cH:25][c:26]([O:29][CH2:30][c:31]3[cH:32][cH:33][cH:34][cH:35][cH:36]3)[cH:27][cH:28]2)[c:37]2[cH:38][cH:39][c:40]([O:43][CH2:44][c:45]3[cH:46][cH:47][cH:48][cH:49][cH:50]3)[cH:41][cH:42]2)[cH:16][cH:17]1. Starting materials: C(C)(C)(C)OC(N[C@@H]1C[C@H](C1)NC(C(C)(C)C=1C(=NC=CC1)Cl)=O)=O (Tert-butyl(trans-3-(2-(2-chloropyridin-3-yl)-2-methylpropanamido)cyclobutyl)carbamate), CC(C)([O-])C.[Na+] (sodium t-butoxide), chloro(2-dicyclohexylphosphino-2′,6′-di-1-propoxy-1,1′-biphenyl)[2-(2-aminoethyl-phenyl)]palladium(ii) methyl tert-butyl ether. The solvent is O1CCOCC1 (dioxane). Conditions: temperature 80 celsius, time 2 hour. Product: C(C)(C)(C)OC(N[C@@H]1C[C@H](C1)N1C(C(C=2C1=NC=CC2)(C)C)=O)=O (tert-butyl(trans-3-(3,3-dimethyl-2-oxo-2,3-dihydro-1H-pyrrolo[2,3-b]pyridin-1-yl)cyclobutyl)carbamate). The yield is 101.4%. RXN SMILES: [C:1]([O:5][C:6](=[O:25])[NH:7][C@H:8]1[CH2:11][C@H:10]([NH:12][C:13](=[O:24])[C:14]([C:17]2[C:18](Cl)=[N:19][CH:20]=[CH:21][CH:22]=2)([CH3:16])[CH3:15])[CH2:9]1)([CH3:4])([CH3:3])[CH3:2].CC(C)([O-])C.[Na+]>O1CCOCC1>[C:1]([O:5][C:6](=[O:25])[NH:7][C@H:8]1[CH2:11][C@H:10]([N:12]2[C:18]3=[N:19][CH:20]=[CH:21][CH:22]=[C:17]3[C:14]([CH3:16])([CH3:15])[C:13]2=[O:24])[CH2:9]1)([CH3:4])([CH3:3])[CH3:2] |f:1.2|. Reported procedure: Tert-butyl(trans-3-(2-(2-chloropyridin-3-yl)-2-methylpropanamido)cyclobutyl)carbamate (1074 mg, 2.92 mmol), sodium t-butoxide (561 mg, 5.84 mmol), and chloro(2-dicyclohexylphosphino-2′,6′-di-1-propoxy-1,1′-biphenyl)[2-(2-aminoethyl-phenyl)]palladium(ii) methyl tert-butyl ether adduct (143 mg, 0.175 mmol) were sealed in a round-bottomed flask under nitrogen. Dry dioxane (5 mL) was added and the reaction heated at 80° C. After 2 hours, the mixture was cooled and partitioned between ethyl acetate, ... The reactants are BrCC(=O)N (2-bromoacetamide), C([O-])([O-])=O.[Na+].[Na+] (sodium carbonate), [I-].[Na+] (sodium iodide), Cl.COC1=CC=C(C2=C1N=C(S2)C2=NC1=C(CCNCC1)N2)N2CCOCC2 (2-(4-methoxy-7-morpholin-4-yl-benzothiazol-2-yl)-1,4,5,6,7,8-hexahydro-imidazo[4,5-d]azepine hydrochloride). The solvent is C(C)#N (acetonitrile). Yields the product COC1=CC=C(C2=C1N=C(S2)C2=NC1=C(CCN(CC1)CC(=O)N)N2)N2CCOCC2 (2-[2-(4-methoxy-7-morpholin-4-yl-benzothiazol-2-yl)-4,5,7,8-tetrahydro-1H-imidazo[4,5-d]azepin-6-yl]-acetamide). Isolated yield 27508.0%. Reaction SMILES: Cl.[CH3:2][O:3][C:4]1[C:9]2[N:10]=[C:11]([C:13]3[NH:22][C:16]4[CH2:17][CH2:18][NH:19][CH2:20][CH2:21][C:15]=4[N:14]=3)[S:12][C:8]=2[C:7]([N:23]2[CH2:28][CH2:27][O:26][CH2:25][CH2:24]2)=[CH:6][CH:5]=1.Br[CH2:30][C:31]([NH2:33])=[O:32].C(=O)([O-])[O-].[Na+].[Na+].[I-].[Na+]>C(#N)C>[CH3:2][O:3][C:4]1[C:9]2[N:10]=[C:11]([C:13]3[NH:22][C:16]4[CH2:17][CH2:18][N:19]([CH2:30][C:31]([NH2:33])=[O:32])[CH2:20][CH2:21][C:15]=4[N:14]=3)[S:12][C:8]=2[C:7]([N:23]2[CH2:24][CH2:25][O:26][CH2:27][CH2:28]2)=[CH:6][CH:5]=1 |f:0.1,3.4.5,6.7|. Reported procedure: To a suspension of 0.04 g 2-(4-methoxy-7-morpholin-4-yl-benzothiazol-2-yl)-1,4,5,6,7,8-hexahydro-imidazo[4,5-d]azepine hydrochloride in 5 ml acetonitrile were added 0.017 mg 2-bromoacetamide, 0.026 mg sodium carbonate and 0.018 mg sodium iodide. The mixture was refluxed for 17 hours, silicagel was added and the solvent was distilled off. The residue was transferred to a column prefilled with silicagel and was chromatographed with dichloromethane/methanol 95:5. Product containing fractions were f... The solvent is O (water). Procedure details: A solution of 6 g of 1-(t-butyl)-9,10-didehydro-6-methyl-8β-hydroxymethyl-ergoline, prepared as described in Example 1, in 500 ml of methanol and 5 ml of sulphuric acid was irradiated at 20° C. in a Pyrex flask with a Hanau PL 321 lamp for about 6 hours, until the absorption at 315 nm completely disappeared. The solution was diluted with iced water, made basic with ammonium hydroxide, evaporated to 100 ml and extracted with ethyl acetate. After evaporation of the solvent the residue was chromato... Product: C(C)(C)(C)N1C=C2C[C@H]3N(C[C@@H](C[C@@]3(C=3C=CC=C1C32)OC)CO)C (1-(t-Butyl)-10-methoxy-6-methyl-8β-hydroxymethylergoline). The reactants are C(C)(C)(C)N1C=C2C[C@H]3N(C[C@@H](C=C3C=3C=CC=C1C32)CO)C (1-(t-butyl)-9,10-didehydro-6-methyl-8β-hydroxymethyl-ergoline), CO (methanol), S(O)(O)(=O)=O (sulphuric acid), [OH-].[NH4+] (ammonium hydroxide). As a reaction SMILES: [C:1]([N:5]1[C:19]2[C:20]3[C:7]([CH2:8][C@@H:9]4[C:14]([C:15]=3[CH:16]=[CH:17][CH:18]=2)=[CH:13][C@@H:12]([CH2:21][OH:22])[CH2:11][N:10]4[CH3:23])=[CH:6]1)([CH3:4])([CH3:3])[CH3:2].S(=O)(=O)(O)O.[OH-:29].[NH4+].[CH3:31]O>O>[C:1]([N:5]1[C:19]2[C:20]3[C:7]([CH2:8][C@@H:9]4[C@@:14]([O:29][CH3:31])([C:15]=3[CH:16]=[CH:17][CH:18]=2)[CH2:13][C@@H:12]([CH2:21][OH:22])[CH2:11][N:10]4[CH3:23])=[CH:6]1)([CH3:4])([CH3:3])[CH3:2] |f:2.3|. Run in O (Water), CN(C=O)C (N,N-dimethylformamide), C(C)N(CC)CC (triethylamine). Procedure details: To a mixture of 7-[methyl(2-thienylsulfonyl)amino]-1H-indole-2-carboxylic acid (0.31 g), 2-(tritylthio)ethylamine hydrochloride (0.33 g), 1H-1,2,3-benzotriazol-1-ol (0.15 g), triethylamine (0.15 mL) and N,N-dimethylformamide (8 mL) was added N-[3-(dimethylamino)propyl]-N′-ethylcarbodiimide hydrochloride (0.21 g) at 0° C., and the mixture was stirred at room temperature overnight. Water was added to the reaction mixture, and the obtained crystals were filtrated, washed with water and dried. The o... Starting materials: Cl.CN(CCCN=C=NCC)C (N-[3-(dimethylamino)propyl]-N′-ethylcarbodiimide hydrochloride), CN(C=1C=CC=C2C=C(NC12)C(=O)O)S(=O)(=O)C=1SC=CC1 (7-[methyl(2-thienylsulfonyl)amino]-1H-indole-2-carboxylic acid), Cl.C(C1=CC=CC=C1)(C1=CC=CC=C1)(C1=CC=CC=C1)SCCN (2-(tritylthio)ethylamine hydrochloride), N1(N=NC2=C1C=CC=C2)O (1H-1,2,3-benzotriazol-1-ol). The yield is 91.9%. Yields the product CN(C=1C=CC=C2C=C(NC12)C(=O)NCCSC(C1=CC=CC=C1)(C1=CC=CC=C1)C1=CC=CC=C1)S(=O)(=O)C=1SC=CC1 (7-[Methyl(2-thienylsulfonyl)amino]-N-[2-(tritylthio)ethyl]-1H-indole-2-carboxamide). Reaction conditions: time 8 hour. RXN SMILES: [CH3:1][N:2]([S:15]([C:18]1[S:19][CH:20]=[CH:21][CH:22]=1)(=[O:17])=[O:16])[C:3]1[CH:4]=[CH:5][CH:6]=[C:7]2[C:11]=1[NH:10][C:9]([C:12](O)=[O:13])=[CH:8]2.Cl.[C:24]([S:43][CH2:44][CH2:45][NH2:46])([C:37]1[CH:42]=[CH:41][CH:40]=[CH:39][CH:38]=1)([C:31]1[CH:36]=[CH:35][CH:34]=[CH:33][CH:32]=1)[C:25]1[CH:30]=[CH:29][CH:28]=[CH:27][CH:26]=1.N1(O)C2C=CC=CC=2N=N1.Cl.CN(C)CCCN=C=NCC>O.CN(C)C=O.C(N(CC)CC)C>[CH3:1][N:2]([S:15]([C:18]1[S:19][CH:20]=[CH:21][CH:22]=1)(=[O:17])=[O:16])[C:3]1[CH:4]=[CH:5][CH:6]=[C:7]2[C:11]=1[NH:10][C:9]([C:12]([NH:46][CH2:45][CH2:44][S:43][C:24]([C:31]1[CH:36]=[CH:35][CH:34]=[CH:33][CH:32]=1)([C:25]1[CH:26]=[CH:27][CH:28]=[CH:29][CH:30]=1)[C:37]1[CH:42]=[CH:41][CH:40]=[CH:39][CH:38]=1)=[O:13])=[CH:8]2 |f:1.2,4.5|. Reagents/catalysts: [Cl-].[Zn+2].[Cl-] (zinc chloride). Starting materials: [N+](=O)([O-])C1=C(N)C=CC=C1 (o-nitroaniline), CC(=C)CC(C)(C)C (diisobutylene), [N+](=O)([O-])C1=C(N)C=CC=C1 (o-nitroaniline). Conditions: temperature 60 celsius. The product is C(C)(C)(CC(C)(C)C)C1=CC(=C(N)C=C1)[N+](=O)[O-] (4-tert-Octyl-2-nitroaniline). Procedure details: In a 2-liter reaction flask fitted with a condenser, nitrogen inlet, stirrer, thermometer and addition funnel is placed 272 grams (2.0 moles) of anhydrous zinc chloride. The flask is placed under a nitrogen atmosphere and 166 ml (2.0 moles) of concentrated (12 N) hydrochloric acid is added over a 10-minute period with the temperature rising from 22° to 40° C. To this is then added 276 grams (2.0 moles) of o-nitroaniline over a 15-minute period to avoid the formation of lumps. The resulting thick... Reaction SMILES: [N+:1]([C:4]1[CH:10]=[CH:9][CH:8]=[CH:7][C:5]=1[NH2:6])([O-:3])=[O:2].[CH3:11][C:12]([CH2:14][C:15]([CH3:18])([CH3:17])[CH3:16])=[CH2:13]>[Cl-].[Zn+2].[Cl-]>[C:12]([C:9]1[CH:8]=[CH:7][C:5]([NH2:6])=[C:4]([N+:1]([O-:3])=[O:2])[CH:10]=1)([CH2:14][C:15]([CH3:18])([CH3:17])[CH3:16])([CH3:13])[CH3:11] |f:2.3.4|.